From a dataset of the Open Reaction Database (ORD), a public repository of structured organic reaction records. describe an organic reaction: reactants, conditions, products, and yield Reactants: BrC=1C=C2NC[C@@H](N(C2=CC1)C(C)=O)C ((S)-1-(6-bromo-2-methyl-3,4-dihydroquinoxaline-1(2H)-yl)ethanone), ClC(=O)OC1=CC=CC=C1 (phenyl chloroformate), C(C)(=O)N1[C@H](CN(C2=CC(=CC=C12)Br)C(=O)OC(C)C)C ((S)-isopropyl 4-acetyl-7-bromo-3-methyl-3,4-dihydroquinoxaline-1(2H)-carboxylate). Yields the product C(C)(=O)N1[C@H](CN(C2=CC(=CC=C12)Br)C(=O)OC1=CC=CC=C1)C (Phenyl (S)-4-acetyl-7-bromo-3-methyl-3,4-dihydroquinoxaline-1(2H)-carboxylate). Reaction SMILES: [Br:1][C:2]1[CH:3]=[C:4]2[C:9](=[CH:10][CH:11]=1)[N:8]([C:12](=[O:14])[CH3:13])[C@@H:7]([CH3:15])[CH2:6][NH:5]2.Cl[C:17]([O:19][C:20]1[CH:25]=[CH:24][CH:23]=[CH:22][CH:21]=1)=[O:18].C(N1C2C(=CC(Br)=CC=2)N(C(OC(C)C)=O)C[C@@H]1C)(=O)C>>[C:12]([N:8]1[C:9]2[C:4](=[CH:3][C:2]([Br:1])=[CH:11][CH:10]=2)[N:5]([C:17]([O:19][C:20]2[CH:25]=[CH:24][CH:23]=[CH:22][CH:21]=2)=[O:18])[CH2:6][C@@H:7]1[CH3:15])(=[O:14])[CH3:13]. Procedure details: Phenyl (S)-4-acetyl-7-bromo-3-methyl-3,4-dihydroquinoxaline-1(2H)-carboxylate was prepared from (S)-1-(6-bromo-2-methyl-3,4-dihydroquinoxaline-1(2H)-yl)ethanone and phenyl chloroformate according to the procedure outlined above for (S)-isopropyl 4-acetyl-7-bromo-3-methyl-3,4-dihydroquinoxaline-1(2H)-carboxylate. MS (ESI, pos. ion) m/z 389, 391 [M+1]+. Starting materials: CCS(=O)(=O)Cl, CC1(C)CC(c2cccc(N)c2)Nc2ccc(Cl)cc21, c1ccncc1. The product is CCS(=O)(=O)Nc1cccc(C2CC(C)(C)c3cc(Cl)ccc3N2)c1. Reaction SMILES: [CH2:21]([CH3:22])[S:23](=[O:24])(=[O:25])[Cl:26].[Cl:1][c:2]1[cH:3][c:4]2[c:9]([cH:10][cH:11]1)[NH:8][CH:7]([c:12]1[cH:13][c:14]([NH2:18])[cH:15][cH:16][cH:17]1)[CH2:6][C:5]2([CH3:19])[CH3:20].[cH:27]1[cH:28][cH:29][n:30][cH:31][cH:32]1>>[Cl:1][c:2]1[cH:3][c:4]2[c:9]([cH:10][cH:11]1)[NH:8][CH:7]([c:12]1[cH:13][c:14]([NH:18][S:23]([CH2:21][CH3:22])(=[O:24])=[O:25])[cH:15][cH:16][cH:17]1)[CH2:6][C:5]2([CH3:19])[CH3:20]. Starting materials: BrC1=CN(C=2N=CN=C(C21)N[C@@H](C)C2=NN1C(C(N2C2=CC=CC=C2)=O)=C(C=C1)C)COCC[Si](C)(C)C ((S)-2-(1-((5-Bromo-7-((2-(trimethylsilyl)ethoxy)methyl)-7H-pyrrolo[2,3-d]pyrimidin-4-yl)amino)ethyl)-5-methyl-3-phenylpyrrolo[2,1-f][1,2,4]triazin-4(3H)-one), CC=1C=C(C=C(C1)B1OC(C(O1)(C)C)(C)C)NS(=O)(=O)C (N-(3-methyl-5-(4,4,5,5-tetramethyl-1,3,2-dioxaborolan-2-yl)phenyl)methane sulfonamide), C([O-])([O-])=O.[Na+].[Na+] (sodium carbonate). Reagents/catalysts: C=1C=CC(=CC1)[P](C=2C=CC=CC2)(C=3C=CC=CC3)[Pd]([P](C=4C=CC=CC4)(C=5C=CC=CC5)C=6C=CC=CC6)([P](C=7C=CC=CC7)(C=8C=CC=CC8)C=9C=CC=CC9)[P](C=1C=CC=CC1)(C=1C=CC=CC1)C=1C=CC=CC1 (tetrakis(triphenylphosphine)palladium(0)). Reaction conditions: temperature 100 celsius, time 8 hour. The product is CC=1C=C(C=C(C1)C1=CN(C=2N=CN=C(C21)N[C@@H](C)C2=NN1C(C(N2C2=CC=CC=C2)=O)=C(C=C1)C)COCC[Si](C)(C)C)NS(=O)(=O)C ((S)—N-(3-Methyl-5-(4-((1-(5-methyl-4-oxo-3-phenyl-3,4-dihydropyrrolo[2,1-f][1,2,4]triazin-2-yl)ethyl)amino)-7-((2-(trimethylsilyl)ethoxy)methyl)-7H-pyrrolo[2,3-d]pyrimidin-5-yl)phenyl)methanesulfonamide). Isolated yield 46.3%. As a reaction SMILES: Br[C:2]1[C:10]2[C:9]([NH:11][C@H:12]([C:14]3[N:19]([C:20]4[CH:25]=[CH:24][CH:23]=[CH:22][CH:21]=4)[C:18](=[O:26])[C:17]4=[C:27]([CH3:30])[CH:28]=[CH:29][N:16]4[N:15]=3)[CH3:13])=[N:8][CH:7]=[N:6][C:5]=2[N:4]([CH2:31][O:32][CH2:33][CH2:34][Si:35]([CH3:38])([CH3:37])[CH3:36])[CH:3]=1.[CH3:39][C:40]1[CH:41]=[C:42]([NH:55][S:56]([CH3:59])(=[O:58])=[O:57])[CH:43]=[C:44](B2OC(C)(C)C(C)(C)O2)[CH:45]=1.C(=O)([O-])[O-].[Na+].[Na+]>C1C=CC([P]([Pd]([P](C2C=CC=CC=2)(C2C=CC=CC=2)C2C=CC=CC=2)([P](C2C=CC=CC=2)(C2C=CC=CC=2)C2C=CC=CC=2)[P](C2C=CC=CC=2)(C2C=CC=CC=2)C2C=CC=CC=2)(C2C=CC=CC=2)C2C=CC=CC=2)=CC=1>[CH3:39][C:40]1[CH:41]=[C:42]([NH:55][S:56]([CH3:59])(=[O:58])=[O:57])[CH:43]=[C:44]([C:2]2[C:10]3[C:9]([NH:11][C@H:12]([C:14]4[N:19]([C:20]5[CH:25]=[CH:24][CH:23]=[CH:22][CH:21]=5)[C:18](=[O:26])[C:17]5=[C:27]([CH3:30])[CH:28]=[CH:29][N:16]5[N:15]=4)[CH3:13])=[N:8][CH:7]=[N:6][C:5]=3[N:4]([CH2:31][O:32][CH2:33][CH2:34][Si:35]([CH3:38])([CH3:37])[CH3:36])[CH:3]=2)[CH:45]=1 |f:2.3.4,^1:69,71,90,109|. Procedure: (S)-2-(1-((5-Bromo-7-((2-(trimethylsilyl)ethoxy)methyl)-7H-pyrrolo[2,3-d]pyrimidin-4-yl)amino)ethyl)-5-methyl-3-phenylpyrrolo[2,1-f][1,2,4]triazin-4(3H)-one (200 mg, 0.34 mmol) was treated N-(3-methyl-5-(4,4,5,5-tetramethyl-1,3,2-dioxaborolan-2-yl)phenyl)methane sulfonamide (160 mg, 0.51 mmol), tetrakis(triphenylphosphine)palladium(0) (20 mg, 0.02 mmol), aqueous solution 2M of sodium carbonate (260 μl, 0.5 mmol) and 4 ml N,N-dimethylformide according to the method described in Preparation 186 bu...